From a dataset of the Open Reaction Database (ORD), a public repository of structured organic reaction records. describe an organic reaction: reactants, conditions, products, and yield Reactants: C(C)(C)(C)OC(=O)NC[C@@H]1CN(CC1)CCCCNC(=O)C1=CN(C2=CC=CC=C12)C (N-(4-((3R)-3-tert-Butoxycarbonylaminomethylpyrrolidin-1-yl)-butyl)-1-methyl-1 H-indole-3-carboxamide), Cl.O1CCOCC1 (hydrochloric acid dioxane). Reaction conditions: temperature 0 celsius, time 60 minute. Yields the product NC1=CC(=C(C(=O)NC[C@@H]2CN(CC2)CCCCNC(=O)C2=CN(C3=CC=CC=C23)C)C=C1Cl)OC (N-(4-((3R)-3-(4-amino-5-chloro-2-methoxybenzoylaminomethyl)pyrrolidin-1-yl)butyl)-l-methyl-1 H-indole-3-carboxamide). RXN SMILES: C([O:5][C:6]([NH:8][CH2:9][C@H:10]1[CH2:14][CH2:13][N:12]([CH2:15][CH2:16][CH2:17][CH2:18][NH:19][C:20]([C:22]2[C:30]3[C:25](=[CH:26][CH:27]=[CH:28][CH:29]=3)[N:24]([CH3:31])[CH:23]=2)=[O:21])[CH2:11]1)=O)(C)(C)C.[ClH:32].O1[CH2:38][CH2:37][O:36][CH2:35]C1>>[NH2:24][C:25]1[C:26]([Cl:32])=[CH:27][C:38]([C:6]([NH:8][CH2:9][C@H:10]2[CH2:14][CH2:13][N:12]([CH2:15][CH2:16][CH2:17][CH2:18][NH:19][C:20]([C:22]3[C:30]4[C:25](=[CH:26][CH:27]=[CH:28][CH:29]=4)[N:24]([CH3:31])[CH:23]=3)=[O:21])[CH2:11]2)=[O:5])=[C:37]([O:36][CH3:35])[CH:30]=1 |f:1.2|. Procedure details: N-(4-((3R)-3-tert-Butoxycarbonylaminomethylpyrrolidin-1-yl)-butyl)-1-methyl-1 H-indole-3-carboxamide (1.94 g) was dissolved in 4N hydrochloric acid-dioxane solution (40 ml) and the mixture was stood at room temperature for 60 min. The reaction mixture was concentrated under reduced pressure. Dimethylformamide (30 ml) was added to the residue and the mixture was neutralized with triethylamine (1.25 ml). 4-Amino-5-chloro-2-methoxybenzoic acid (0.91 g) and 1-hydroxybenzotriazole (0.67 g) were added... Starting materials: C1CCOC1, C=C(CBr)C(=O)OC, CC#N, CNC, [K+], [K+], O=C([O-])[O-]. The product is C=C(CN(C)C)C(=O)OC. RXN SMILES: [CH2:12]1[O:13][CH2:14][CH2:15][CH2:16]1.[CH3:1][O:2][C:3]([C:4](=[CH2:5])[CH2:6][Br:7])=[O:8].[CH3:23][C:24]#[N:25].[CH3:9][NH:10][CH3:11].[K+:17].[K+:18].[O-:19][C:20]([O-:21])=[O:22]>>[CH3:1][O:2][C:3]([C:4](=[CH2:5])[CH2:6][N:10]([CH3:9])[CH3:11])=[O:8]. Reactants: N1(CCCCC1)C1=CC=C(C=C1)CN ((4-(piperidin-1-yl)phenyl)methanamine), FC1=C(C=C(OCC=2SC3=C(N2)C=CC=C3)C=C1)[N+](=O)[O-] (2-((4-fluoro-3-nitrophenoxy)methyl)benzo[d]thiazole), [C@@H]12[C@@H](CCCC1)C(=O)OC2=O (cis-1,2-cyclohexanedicarboxylic anhydride). Procedure: The title compound was prepared using analogous conditions described in Example 208 using (4-(piperidin-1-yl)phenyl)methanamine and 2-((4-fluoro-3-nitrophenoxy)methyl)benzo[d]thiazole in step B and cis-1,2-cyclohexanedicarboxylic anhydride in step D using conventional heating. MS (ESI): mass calcd. for C34H36N4O3S, 580.76; m/z found, 581.3 [M+H]+. 1H NMR (500 MHz, CD3OD) δ 8.21 (s, 1H), 7.99-7.94 (m, 2H), 7.55-7.48 (m, 1H), 7.45-7.39 (m, 1H), 7.34-7.28 (m, 2H), 7.04 (dd, J=8.9, 2.4 Hz, 2H), 6.92... As a reaction SMILES: [N:1]1([C:7]2[CH:12]=[CH:11][C:10]([CH2:13][NH2:14])=[CH:9][CH:8]=2)[CH2:6][CH2:5][CH2:4][CH2:3][CH2:2]1.F[C:16]1[CH:32]=[CH:31][C:19]([O:20][CH2:21][C:22]2[S:23][C:24]3[CH:30]=[CH:29][CH:28]=[CH:27][C:25]=3[N:26]=2)=[CH:18][C:17]=1[N+:33]([O-])=O.[C@@H:36]12[C:45](=O)[O:44][C:42](=[O:43])[C@@H:37]1[CH2:38][CH2:39][CH2:40][CH2:41]2>>[S:23]1[C:24]2[CH:30]=[CH:29][CH:28]=[CH:27][C:25]=2[N:26]=[C:22]1[CH2:21][O:20][C:19]1[CH:31]=[CH:32][C:16]2[N:14]([CH2:13][C:10]3[CH:11]=[CH:12][C:7]([N:1]4[CH2:6][CH2:5][CH2:4][CH2:3][CH2:2]4)=[CH:8][CH:9]=3)[C:45]([C@H:36]3[CH2:41][CH2:40][CH2:39][CH2:38][C@H:37]3[C:42]([OH:44])=[O:43])=[N:33][C:17]=2[CH:18]=1. Yields the product S1C(=NC2=C1C=CC=C2)COC2=CC1=C(N(C(=N1)[C@@H]1[C@@H](CCCC1)C(=O)O)CC1=CC=C(C=C1)N1CCCCC1)C=C2 (racemic cis-2-(5-(Benzo[d]thiazol-2-ylmethoxy)-1-(4-(piperidin-1-yl)benzyl)-1H-benzo[d]imidazol-2-yl)cyclohexanecarboxylic acid). Yield: 51.3%. Run at time 2 hour. Reactants: C(C1=CC=CC=C1)=O (benzaldehyde), FC(C(=O)O)(F)F (trifluoroacetic acid), C(#N)[BH3-].[Na+] (Sodium cyanoborohydride), N[C@H]1C(NC2=C(CC1)C=CC=C2)=O (3(R)-amino-2,3,4,5-tetrahydro-1H-1-benzazepin-2-one), 3A. Yields the product C(C1=CC=CC=C1)N[C@H]1C(NC2=C(CC1)C=CC=C2)=O (3(R)-(Benzylamino)-2,3,4,5-tetrahydro-1H-1-benzazepin-2-one). Procedure: A solution of 528 mg (3.0 mmol) of 3(R)-amino-2,3,4,5-tetrahydro-1H-1-benzazepin-2-one (Example 1, Step B) in 45 mL of absolute methanol at room temperature was treated with 4.5 g of powdered 3A molecular sieves followed by dropwise addition of a solution of 954 mg (9.0 mmol, 3 eq.) of benzaldehyde in 15 mL of methanol. The pH of the mixture was adjusted to 7 by addition of trifluoroacetic acid then stirred at room temperature for 2 hours. Sodium cyanoborohydride (18 mL of 1.0M THF solution; 18 ... Reaction SMILES: [NH2:1][C@@H:2]1[CH2:8][CH2:7][C:6]2[CH:9]=[CH:10][CH:11]=[CH:12][C:5]=2[NH:4][C:3]1=[O:13].[CH:14](=O)[C:15]1[CH:20]=[CH:19][CH:18]=[CH:17][CH:16]=1.FC(F)(F)C(O)=O.C([BH3-])#N.[Na+]>CO>[CH2:14]([NH:1][C@@H:2]1[CH2:8][CH2:7][C:6]2[CH:9]=[CH:10][CH:11]=[CH:12][C:5]=2[NH:4][C:3]1=[O:13])[C:15]1[CH:20]=[CH:19][CH:18]=[CH:17][CH:16]=1 |f:3.4|. The solvent is CO (methanol), CO (methanol). Reactants: C(C=C)[C@@]1(C(N[C@@H]([C@H](C1)C1=CC(=CC=C1)Cl)C1=CC=C(C=C1)Cl)=O)C ((3S,5R,6S)-3-allyl-5-(3-chlorophenyl)-6-(4-chlorophenyl)-3-methylpiperidin-2-one), ClC1=NC=C(C(=C1)C)[N+](=O)[O-] (2-chloro-4-methyl-5-nitropyridine). Yields the product C(C=C)[C@@]1(C(N([C@@H]([C@H](C1)C1=CC(=CC=C1)Cl)C1=CC=C(C=C1)Cl)C1=NC=CC(=C1)C)=O)C ((3S,5R,6S)-3-allyl-5-(3-chlorophenyl)-6-(4-chlorophenyl)-3-methyl-1-(4-methylpyridin-2-yl)piperidin-2-one). Reaction SMILES: [CH2:1]([C@@:4]1([CH3:25])[CH2:9][C@H:8]([C:10]2[CH:15]=[CH:14][CH:13]=[C:12]([Cl:16])[CH:11]=2)[C@@H:7]([C:17]2[CH:22]=[CH:21][C:20]([Cl:23])=[CH:19][CH:18]=2)[NH:6][C:5]1=[O:24])[CH:2]=[CH2:3].Cl[C:27]1[CH:32]=[C:31]([CH3:33])[C:30]([N+]([O-])=O)=[CH:29][N:28]=1>>[CH2:1]([C@@:4]1([CH3:25])[CH2:9][C@H:8]([C:10]2[CH:15]=[CH:14][CH:13]=[C:12]([Cl:16])[CH:11]=2)[C@@H:7]([C:17]2[CH:22]=[CH:21][C:20]([Cl:23])=[CH:19][CH:18]=2)[N:6]([C:27]2[CH:32]=[C:31]([CH3:33])[CH:30]=[CH:29][N:28]=2)[C:5]1=[O:24])[CH:2]=[CH2:3]. Procedure details: The title compound was prepared from (3S,5R,6S)-3-allyl-5-(3-chlorophenyl)-6-(4-chlorophenyl)-3-methylpiperidin-2-one (Example 71, Step D) and 2-chloro-4-methyl-5-nitropyridine as described in Example 113 Steps A-C to provide a white solid. Reactants: CCOC1CCC(N2CCC(Nc3cc(Br)ccc3[N+](=O)[O-])CC2)CC1, CCO, NN, O. The product is CCOC1CCC(N2CCC(Nc3cc(Br)ccc3N)CC2)CC1. RXN SMILES: [Br:1][c:2]1[cH:3][cH:4][c:5]([N+:24]([O-:25])=[O:26])[c:6]([NH:8][CH:9]2[CH2:10][CH2:11][N:12]([CH:15]3[CH2:16][CH2:17][CH:18]([O:21][CH2:22][CH3:23])[CH2:19][CH2:20]3)[CH2:13][CH2:14]2)[cH:7]1.[CH3:30][CH2:31][OH:32].[NH2:28][NH2:29].[OH2:27]>>[Br:1][c:2]1[cH:3][cH:4][c:5]([NH2:24])[c:6]([NH:8][CH:9]2[CH2:10][CH2:11][N:12]([CH:15]3[CH2:16][CH2:17][CH:18]([O:21][CH2:22][CH3:23])[CH2:19][CH2:20]3)[CH2:13][CH2:14]2)[cH:7]1. Reactants: C(CCC)[Li] (n-butyllithium), C(CCCCCCCCC)C1=CC=C(S1)C=1SC=CC1 (5-Decyl-2,2′-bithiophene), [Cl-].[NH4+] (ammonium chloride), CN(C)C=O (DMF). The solvent is CCCCCC (n-hexane), C1CCOC1 (THF). Run at temperature 0 celsius, time 1 hour. Yields the product C(CCCCCCCCC)C1=CC=C(S1)C=1SC(=CC1)C=O (5-decyl-5′-formyl-2,2′-bithiophene). Yield: 87.6%. Reaction SMILES: [CH2:1]([C:11]1[S:15][C:14]([C:16]2[S:17][CH:18]=[CH:19][CH:20]=2)=[CH:13][CH:12]=1)[CH2:2][CH2:3][CH2:4][CH2:5][CH2:6][CH2:7][CH2:8][CH2:9][CH3:10].C([Li])CCC.CN([CH:29]=[O:30])C.[Cl-].[NH4+]>CCCCCC.C1COCC1>[CH2:1]([C:11]1[S:15][C:14]([C:16]2[S:17][C:18]([CH:29]=[O:30])=[CH:19][CH:20]=2)=[CH:13][CH:12]=1)[CH2:2][CH2:3][CH2:4][CH2:5][CH2:6][CH2:7][CH2:8][CH2:9][CH3:10] |f:3.4|. Procedure: 5-Decyl-2,2′-bithiophene (39.0 g, 0.127 mol) prepared above and THF (300 ml) were placed in a 1000-ml three-necked flask equipped with a 200-ml dropping funnel and a reflux tube. The solution was cooled in an ice bath to 0° C., and a solution (80 ml) of n-butyllithium (1.6 M) in n-hexane was added dropwise to the cooled solution over a period of about one hr. After the completion of the dropwise addition, the mixture was stirred for about one hr. DMF (13.9 g, 0.191 mol) was added dropwise theret...